Dataset: the Open Reaction Database (ORD), a public repository of structured organic reaction records. Task: describe an organic reaction: reactants, conditions, products, and yield Reactants: C1CCOC1, CC(C)CC(CCl)C(=O)Cl, NCCCCC(=O)O, [Na+], [OH-], O. The product is CC(C)CC(CCl)C(=O)NCCCCC(=O)O. Reaction SMILES: [CH2:22]1[O:23][CH2:24][CH2:25][CH2:26]1.[Cl:9][CH2:10][CH:11]([C:12](=[O:13])[Cl:14])[CH2:15][CH:16]([CH3:17])[CH3:18].[NH2:1][CH2:2][CH2:3][CH2:4][CH2:5][C:6](=[O:7])[OH:8].[Na+:21].[OH-:20].[OH2:19]>>[NH:1]([CH2:2][CH2:3][CH2:4][CH2:5][C:6](=[O:7])[OH:8])[C:12]([CH:11]([CH2:10][Cl:9])[CH2:15][CH:16]([CH3:17])[CH3:18])=[O:13]. The reactants are FC1=C2C(CCNC2=CC=C1)=O (5-fluoro-2,3-dihydro-1H-quinolin-4-one), Example 3. The solvent is C(C)[SiH](CC)CC (triethylsilane), FC(C(=O)O)(F)F (trifluoroacetic acid). Reaction conditions: time 16 hour. Yields the product FC1=C2CCCNC2=CC=C1 (5-fluoro-1,2,3,4-tetrahydroquinoline). As a reaction SMILES: [F:1][C:2]1[CH:11]=[CH:10][CH:9]=[C:8]2[C:3]=1[C:4](=O)[CH2:5][CH2:6][NH:7]2>FC(F)(F)C(O)=O.C([SiH](CC)CC)C>[F:1][C:2]1[CH:11]=[CH:10][CH:9]=[C:8]2[C:3]=1[CH2:4][CH2:5][CH2:6][NH:7]2. Reported procedure: To a solution of 5-fluoro-2,3-dihydro-1H-quinolin-4-one obtained in Reference Example 3 (64 mg) in trifluoroacetic acid (5 ml), triethylsilane (0.37 ml) was added and stirred at room temperature for 16 hours. After distilling off the solvent under reduced pressure, the residue was diluted with water, adjusted to pH 11 by addition of 1M aqueous sodium hydroxide, and extracted with diethyl ether. The organic layer was washed with brine, dried over anhydrous magnesium sulfate and then filtered to r... Reactants: C1=CC2=C(C=C1N)C(=O)OC23C4=C(C=C(C=C4)O)OC5=C3C=CC(=C5)O (5-aminofluorescein), C1(C=2C(C(=O)O1)=CC=CC2)=O (phthalic anhydride). Run in C(C)(=O)O (acetic acid). Reaction conditions: time 48 hour. The product is C=1C=CC(=C(C1)C2=C3C=CC(=O)C=C3OC4=C2C=CC(=C4)O)C(=O)O.C(C=1C(C(=O)N)=CC=CC1)(=O)O (fluorescein phthalamic acid). Reaction SMILES: [CH:1]1[C:6]([NH2:7])=[CH:5][C:4]2[C:8]([O:10][C:11]3([C:21]4[CH:22]=[CH:23][C:24]([OH:26])=[CH:25][C:20]=4[O:19][C:13]4[CH:14]=[C:15]([OH:18])[CH:16]=[CH:17][C:12]3=4)[C:3]=2[CH:2]=1)=[O:9].[C:27]1(=[O:37])[O:32][C:30](=[O:31])[C:29]2=[CH:33][CH:34]=[CH:35][CH:36]=[C:28]12>C(O)(=O)C>[CH:1]1[CH:6]=[CH:5][C:4]([C:8]([OH:10])=[O:9])=[C:3]([C:11]2[C:12]3[CH:17]=[CH:16][C:15]([OH:18])=[CH:14][C:13]=3[O:19][C:20]3[C:21]=2[CH:22]=[CH:23][C:24]([CH:25]=3)=[O:26])[CH:2]=1.[C:27]([OH:32])(=[O:37])[C:28]1[C:29](=[CH:33][CH:34]=[CH:35][CH:36]=1)[C:30]([NH2:7])=[O:31] |f:3.4|. Procedure: A mixture of 350 mg (0.001 mol) of 5-aminofluorescein and 200 mg of phthalic anhydride in 5 milliliters of glacial acetic acid was stirred at ambient temperature for 48 hours. The yellow reddish product was filtered and washed once with acetic acid and twice with diethyl ether. 460 Mg of fluorescein-phthalamic acid was obtained. I.R (KBR) showed bands at 3060; 3000; 1685; 1590; 1540; 1480; 1430; 1350; 1310; 1270; 1230; 1195; 1150; and 1115 cm-1.